From a dataset of the Open Reaction Database (ORD), a public repository of structured organic reaction records. describe an organic reaction: reactants, conditions, products, and yield Starting materials: OC1=CC=C(C=C1)C1=CC=C(C=C1)C(=O)OC (methyl 4-hydroxy-4'-biphenylcarboxylate), C(CCCCCCCCC)Br (n-decyl bromide), C([O-])([O-])=O.[K+].[K+] (potassium carbonate), [I-].[K+] (potassium iodide). Solvent: C1(CCCCC1)=O (cyclohexanone). Product: C(CCCCCCCCC)OC1=CC=C(C=C1)C1=CC=C(C=C1)C(=O)OC (methyl 4-n-decyloxybiphenyl-4'-carboxylate). Isolated yield 38.7%. As a reaction SMILES: [OH:1][C:2]1[CH:7]=[CH:6][C:5]([C:8]2[CH:13]=[CH:12][C:11]([C:14]([O:16][CH3:17])=[O:15])=[CH:10][CH:9]=2)=[CH:4][CH:3]=1.[CH2:18](Br)[CH2:19][CH2:20][CH2:21][CH2:22][CH2:23][CH2:24][CH2:25][CH2:26][CH3:27].C(=O)([O-])[O-].[K+].[K+].[I-].[K+]>C1(=O)CCCCC1>[CH2:18]([O:1][C:2]1[CH:3]=[CH:4][C:5]([C:8]2[CH:13]=[CH:12][C:11]([C:14]([O:16][CH3:17])=[O:15])=[CH:10][CH:9]=2)=[CH:6][CH:7]=1)[CH2:19][CH2:20][CH2:21][CH2:22][CH2:23][CH2:24][CH2:25][CH2:26][CH3:27] |f:2.3.4,5.6|. Procedure: In 100 ml of cyclohexanone were dissolved 4 g of the obtained methyl 4-hydroxy-4'-biphenylcarboxylate and 4 g of n-decyl bromide. To the solution were added 10 g of potassium carbonate and 10 g of potassium iodide, and reaction was carried out under reflux for 10 hours. The formed precipitate was removed from the reaction mixture by filtration, the filtrate was concentrated under a reduced pressure, and the separation of reactants was carried out by using a silica gel column and benzene as an el...